From a dataset of the Open Reaction Database (ORD), a public repository of structured organic reaction records. describe an organic reaction: reactants, conditions, products, and yield The reactants are CC(=O)O, CCOC(C)=O, CO, Cn1nc(-c2ccc(Cl)c([N+](=O)[O-])c2)c(C(F)(F)F)c1C(F)(F)F, [Fe], O. Yields the product Cn1nc(-c2ccc(Cl)c(N)c2)c(C(F)(F)F)c1C(F)(F)F. Reaction SMILES: [CH3:25][C:26](=[O:27])[OH:28].[CH3:30][CH2:31][O:32][C:33](=[O:34])[CH3:35].[CH3:36][OH:37].[Cl:1][c:2]1[c:3]([N+:22]([O-:23])=[O:24])[cH:4][c:5](-[c:8]2[n:9][n:10]([CH3:21])[c:11]([C:17]([F:18])([F:19])[F:20])[c:12]2[C:13]([F:14])([F:15])[F:16])[cH:6][cH:7]1.[Fe:38].[OH2:29]>>[Cl:1][c:2]1[c:3]([NH2:22])[cH:4][c:5](-[c:8]2[n:9][n:10]([CH3:21])[c:11]([C:17]([F:18])([F:19])[F:20])[c:12]2[C:13]([F:14])([F:15])[F:16])[cH:6][cH:7]1.